The task is: describe an organic reaction: reactants, conditions, products, and yield. This data is from the Open Reaction Database (ORD), a public repository of structured organic reaction records. Solvent: O1CCCC1. Conditions: temperature 90 celsius, time 12 hour. Yields the product O=CC1=CC(OC)=CC(=C1)B2OC(C)(C)C(O2)(C)C. Isolated yield 89.0%. The reactants are O=CC=1C=CC=C(OC)C1. Reagents/catalysts: O1BOC(C)(C)C1(C)C, NC, O1B(OC(C)(C)C1(C)C)B2OC(C)(C)C(O2)(C)C, N=1C=C(C(=C2C=CC3=C(N=CC(=C3C)C)C12)C)C, C[OH2+].C[OH2+].C1CC=CCCC=C1.C1CC=CCCC=C1.[Ir].[Ir]. The product is ClC=1C(=C(C=C2C(=CC(OC12)(C)C)C(C)C)/C(=C(\CO)/F)/CC)OC ((2E)-3-(8-Chloro-4-isopropyl-7-methoxy-2,2-dimethyl-2H-chromen-6-yl)-2-fluoro-pent-2-en-1-ol). Reactants: ethyl 3-(8-chloro-4-isopropyl-7-methoxy-2,2-dimethyl-4-chromen-6-yl)-2-fluoro-pent-2-enoate, ClC=1C(=C(C=C2C(=CC(OC12)(C)C)C(C)C)/C(=C(\C(=O)OCC)/F)/CC)OC (Ethyl (2E)-3-(8-chloro-4-isopropyl-7-methoxy-2,2-dimethyl-2H-chromen-6-yl)-2-fluoro-pent-2-enoate), [H-].C(C(C)C)[Al+]CC(C)C (diisobutylaluminum hydride). Procedure details: Following General Procedure L, ethyl 3-(8-chloro-4-isopropyl-7-methoxy-2,2-dimethyl-4-chromen-6-yl)-2-fluoro-pent-2-enoate (Compound 147, 242 mg, 0.59 mmol 1) and diisobutylaluminum hydride (1M in hexanes, 2.4 mL, 2.4 mmol) were reacted to give the title compound as a colorless oil after purification by flash chromatography (silica gel, 1:9 to 1:4 ethyl acetate/hexane). Reaction SMILES: [Cl:1][C:2]1[C:3]([O:27][CH3:28])=[C:4](/[C:17](/[CH2:25][CH3:26])=[C:18](/[F:24])\[C:19](OCC)=[O:20])[CH:5]=[C:6]2[C:11]=1[O:10][C:9]([CH3:13])([CH3:12])[CH:8]=[C:7]2[CH:14]([CH3:16])[CH3:15].[H-].C([Al+]CC(C)C)C(C)C>>[Cl:1][C:2]1[C:3]([O:27][CH3:28])=[C:4](/[C:17](/[CH2:25][CH3:26])=[C:18](/[F:24])\[CH2:19][OH:20])[CH:5]=[C:6]2[C:11]=1[O:10][C:9]([CH3:13])([CH3:12])[CH:8]=[C:7]2[CH:14]([CH3:15])[CH3:16] |f:1.2|.